Dataset: the Open Reaction Database (ORD), a public repository of structured organic reaction records. Task: describe an organic reaction: reactants, conditions, products, and yield RXN SMILES: [CH3:20][OH:21].[Cl:1][c:2]1[c:3]([N+:15](=[O:16])[O-:17])[cH:4][c:5]([C:8]([C:9](=[O:10])[O:11][CH3:12])([CH3:13])[CH3:14])[cH:6][cH:7]1.[K+:19].[OH-:18]>>[Cl:1][c:2]1[c:3]([N+:15](=[O:16])[O-:17])[cH:4][c:5]([C:8]([C:9](=[O:10])[OH:11])([CH3:13])[CH3:14])[cH:6][cH:7]1. The reactants are CO, COC(=O)C(C)(C)c1ccc(Cl)c([N+](=O)[O-])c1, [K+], [OH-]. The product is CC(C)(C(=O)O)c1ccc(Cl)c([N+](=O)[O-])c1. Starting materials: BrC1=CC=C(C=C1)C(=O)C1=CC(=C(C=C1)O)F ((4-Bromophenyl)(3-fluoro-4-hydroxyphenyl)methanone), CC1(OC(CC(C1)=O)(C)C)C (2,2,6,6-tetramethyl tetrahydro-4H-pyran-4-one), C(=O)([O-])[O-].[K+].[K+] (K2CO3). The reagents and catalysts are [Zn] (zinc), Cl[Ti](Cl)(Cl)Cl (TiCl4). Solvent: C1CCOC1 (THF), C1CCOC1 (THF). Conditions: time 1.5 hour. Product: BrC1=CC=C(C=C1)C(C1=CC(=C(C=C1)O)F)=C1CC(OC(C1)(C)C)(C)C (4-[(4-Bromophenyl)(2,2,6,6-tetramethyltetrahydro-4H-pyran-4-ylidene)methyl]-2-fluorophenol). Isolated yield 93.5%. Reaction SMILES: [Br:1][C:2]1[CH:7]=[CH:6][C:5]([C:8]([C:10]2[CH:15]=[CH:14][C:13]([OH:16])=[C:12]([F:17])[CH:11]=2)=O)=[CH:4][CH:3]=1.[CH3:18][C:19]1([CH3:28])[CH2:24][C:23](=O)[CH2:22][C:21]([CH3:27])([CH3:26])[O:20]1.C([O-])([O-])=O.[K+].[K+]>C1COCC1.[Zn].Cl[Ti](Cl)(Cl)Cl>[Br:1][C:2]1[CH:7]=[CH:6][C:5]([C:8](=[C:23]2[CH2:22][C:21]([CH3:27])([CH3:26])[O:20][C:19]([CH3:28])([CH3:18])[CH2:24]2)[C:10]2[CH:15]=[CH:14][C:13]([OH:16])=[C:12]([F:17])[CH:11]=2)=[CH:4][CH:3]=1 |f:2.3.4|. Procedure: To a stirred suspension of zinc powder (0.54 g, 8.13 mmol) in THF (20 mL) was slowly added TiCl4 (0.45 mL, 4.07 mmol) via syringe at room temperature under a nitrogen atmosphere. The mixture was heated at reflux for 2 h. A solution of (4-bromophenyl)(3-fluoro-4-hydroxyphenyl)methanone (82) (0.30 g, 1.02 mmol) and 2,2,6,6-tetramethyl tetrahydro-4H-pyran-4-one (0.49 g, 3.05 mmol) in THF (6 mL) was added to the mixture. The reaction mixture was heated at reflux with stirring under a nitrogen atmosp...